From a dataset of the Open Reaction Database (ORD), a public repository of structured organic reaction records. describe an organic reaction: reactants, conditions, products, and yield Starting materials: ClC1=CC(=NN1S(=O)(=O)N(C)C)C(F)(F)F (5-chloro-N,N-dimethyl-3-(trifluoromethyl)-1H-pyrazole-1-sulfonamide), ClC1=CC(=NN1S(=O)(=O)N(C)C)C(F)(F)F (5-chloro-N,N-dimethyl-3-(trifluoromethyl)-1H-pyrazole-1-sulfonamide), FC(C(=O)O)(F)F (trifluoroacetic acid). The solvent is O (water), C([O-])([O-])=O.[Na+].[Na+] (sodium carbonate). Product: ClC1=CC(=NN1)C(F)(F)F (5-chloro-3-(trifluoromethyl)-1H-pyrazole). RXN SMILES: [Cl:1][C:2]1[N:6](S(N(C)C)(=O)=O)[N:5]=[C:4]([C:13]([F:16])([F:15])[F:14])[CH:3]=1.FC(F)(F)C(O)=O>O.C(=O)([O-])[O-].[Na+].[Na+]>[Cl:1][C:2]1[NH:6][N:5]=[C:4]([C:13]([F:16])([F:15])[F:14])[CH:3]=1 |f:3.4.5|. Procedure: A solution of 5-chloro-N,N-dimethyl-3-(trifluoromethyl)-1H-pyrazole-1-sulfonamide (i.e. the product of Example 10, Step B) (4.38 g, 15.8 mmol) and trifluoroacetic acid (2.7 mL, 35 mmol) was stirred at 0° C. for 1.5 h. The reaction mixture was diluted with water (15 mL), and sodium carbonate was added to raise the pH to 12. The solution was extracted with diethyl ether, dried (MgSO4), and concentrated under reduced pressure to give 2.1 g of the title compound. This compound was of sufficient puri... Reactants: CC1=CC=C(C=N1)CN (C-(6-methylpyridin-3-yl)methylamine), CN1CCOCC1 (4-methylmorpholine), CN(C)C(=[N+](C)C)ON1C2=C(C=CC=C2)N=N1.[B-](F)(F)(F)F (TBTU), COC1=C(C(=O)O)C=CC(=C1)[N+](=O)[O-] (2-Methoxy-4-nitrobenzoic acid). Solvent: CN(C)C=O (DMF), C(Cl)Cl (DCM). Reaction conditions: time 30 minute. Yields the product COC1=C(C(=O)NCC=2C=NC(=CC2)C)C=CC(=C1)[N+](=O)[O-] (2-Methoxy-N-(6-methylpyridin-3-yl)methyl-4-nitrobenzamide). Reaction SMILES: [CH3:1][O:2][C:3]1[CH:11]=[C:10]([N+:12]([O-:14])=[O:13])[CH:9]=[CH:8][C:4]=1[C:5]([OH:7])=O.CN1CCOCC1.CN(C(ON1N=NC2C=CC=CC1=2)=[N+](C)C)C.[B-](F)(F)(F)F.[CH3:44][C:45]1[N:50]=[CH:49][C:48]([CH2:51][NH2:52])=[CH:47][CH:46]=1>CN(C=O)C.C(Cl)Cl>[CH3:1][O:2][C:3]1[CH:11]=[C:10]([N+:12]([O-:14])=[O:13])[CH:9]=[CH:8][C:4]=1[C:5]([NH:52][CH2:51][C:48]1[CH:49]=[N:50][C:45]([CH3:44])=[CH:46][CH:47]=1)=[O:7] |f:2.3|. Procedure details: 2-Methoxy-4-nitrobenzoic acid (293 mg, 1.49 mmol) is dissolved in DMF (2 mL) and 4-methylmorpholine (220 mL, 3.0 mmol) and TBTU (1.79 g, 1.7 mmol) are added. The mixture is stirred at rt for 30 min and C-(6-methylpyridin-3-yl)methylamine (400 mg, 3.27 mmol) is added. Stirring is continued at rt for 12 h. DCM (10 mL) is added and the organic phase is washed with Na2CO3 (5% aq.), HCl (3% aq.) and water, and then dried over Na2SO4. After evaporation of the solvents, the residue is triturated with e... The reactants are [Mn](=O)(=O)(=O)[O-].[K+] (potassium permanganate), CN1N=C(C(=C1OC)C=O)C (1,3-dimethyl-5-methoxy-4-pyrazole carboxaldehyde), [Mn](=O)(=O)(=O)[O-].[K+] (potassium permanganate), [OH-].[NH4+] (ammonium hydroxide), O (water). Solvent: CC(=O)C (acetone), C(C)(=O)O (acetic acid), CO (methanol). Reaction conditions: time 3 hour. Product: CN1N=C(C(=C1OC)C(=O)O)C (1,3-dimethyl-5-methoxy-4-pyrazole carboxylic acid). Isolated yield 58.0%. RXN SMILES: [CH3:1][N:2]1[C:6]([O:7][CH3:8])=[C:5]([CH:9]=[O:10])[C:4]([CH3:11])=[N:3]1.O.[Mn]([O-])(=O)(=O)=[O:14].[K+].[OH-].[NH4+]>CO.CC(C)=O.C(O)(=O)C>[CH3:1][N:2]1[C:6]([O:7][CH3:8])=[C:5]([C:9]([OH:14])=[O:10])[C:4]([CH3:11])=[N:3]1 |f:2.3,4.5|. Procedure details: 2.5 g (0.0162 mole) of 1,3-dimethyl-5-methoxy-4-pyrazole carboxaldehyde (prepared as described in Khim. Farm. Zh, 4, 19 (1970) [CA, 73, 3844 w, (1970)] was dissolved in a solution containing 50 ml of water, 2 ml of acetic acid and 0.6 ml of acetone. 2.56 g (0.0162 mole) of potassium permanganate was added in several portions. The reaction was stirred for 3 hours before decomposing the excess potassium permanganate with 3 ml of methanol and then made alkaline with ammonium hydroxide, heated on th... Reactants: [Br-], CC(C)(C)COC(=O)c1cc(Cl)c(Cl)c(Cl)c1, [F-], [K+], O=S1(=O)CCCC1, c1ccc([P+](c2ccccc2)(c2ccccc2)c2ccccc2)cc1. Product: CC(C)(C)COC(=O)c1cc(Cl)c(F)c(Cl)c1. As a reaction SMILES: [Br-:27].[Cl:1][c:2]1[cH:3][c:4]([C:5](=[O:6])[O:7][CH2:8][C:9]([CH3:10])([CH3:11])[CH3:12])[cH:13][c:14]([Cl:17])[c:15]1[Cl:16].[F-:18].[K+:19].[S:20]1(=[O:25])(=[O:26])[CH2:21][CH2:22][CH2:23][CH2:24]1.[c:28]1([P+:29]([c:30]2[cH:31][cH:32][cH:33][cH:34][cH:35]2)([c:36]2[cH:37][cH:38][cH:39][cH:40][cH:41]2)[c:42]2[cH:43][cH:44][cH:45][cH:46][cH:47]2)[cH:48][cH:49][cH:50][cH:51][cH:52]1>>[Cl:1][c:2]1[cH:3][c:4]([C:5](=[O:6])[O:7][CH2:8][C:9]([CH3:10])([CH3:11])[CH3:12])[cH:13][c:14]([Cl:17])[c:15]1[F:18]. Reactants: N12CCC(CC1)(CC2)C(=O)OCC2=CC(=CC=C2)F (3-fluorobenzyl quinuclidine-4-carboxylate), ClCC(=O)C=1SC=CC1 (2-chloro-1-(thiophen-2-yl)ethanone). Run in CCOC(=O)C (EtOAc). Conditions: time 3 day. Product: [Cl-].FC=1C=C(COC(=O)C23CC[N+](CC2)(CC3)CC(C=3SC=CC3)=O)C=CC1 (4-((3-fluorobenzyloxy)carbonyl)-1-(2-oxo-2-(thiophen-2-yl)ethyl)-1-azoniabicyclo[2.2.2]octane chloride). The yield is 59.0%. As a reaction SMILES: [N:1]12[CH2:8][CH2:7][C:4]([C:9]([O:11][CH2:12][C:13]3[CH:18]=[CH:17][CH:16]=[C:15]([F:19])[CH:14]=3)=[O:10])([CH2:5][CH2:6]1)[CH2:3][CH2:2]2.[Cl:20][CH2:21][C:22]([C:24]1[S:25][CH:26]=[CH:27][CH:28]=1)=[O:23]>CCOC(C)=O>[Cl-:20].[F:19][C:15]1[CH:14]=[C:13]([CH:18]=[CH:17][CH:16]=1)[CH2:12][O:11][C:9]([C:4]12[CH2:5][CH2:6][N+:1]([CH2:21][C:22](=[O:23])[C:24]3[S:25][CH:26]=[CH:27][CH:28]=3)([CH2:8][CH2:7]1)[CH2:2][CH2:3]2)=[O:10] |f:3.4|. Reported procedure: To a solution of 3-fluorobenzyl quinuclidine-4-carboxylate (41 mg, 0.16 mmol) dissolved in EtOAc (2 ml), 2-chloro-1-(thiophen-2-yl)ethanone (20.0 mg, 0.12 mmol) was added. The reaction was stirred at room temperature for three days, and then the precipitate was collected by suction filtration to obtain 4-((3-fluorobenzyloxy)carbonyl)-1-(2-oxo-2-(thiophen-2-yl)ethyl)-1-azoniabicyclo[2.2.2]octane chloride (30 mg, 45.4% yield). Reactants: NC1=C2C(=NC=N1)N(N=C2C2=CC=C(OC1=CC=C(C#N)C=C1)C=C2)[C@@H]2CC[C@@H](CC2)N2CCN(CC2)C (Cis-4-(4-{4-amino-1-[4-(4-methylpiperazino)cyclohexyl]-1H-pyrazolo[3,4-d]pyrimidin-3-yl}phenoxy)benzonitrile), C(C)(=O)O (acetic acid). Solvent: solution, Cl (hydrochloric acid), O (water). The product is NC1=C2C(=NC=N1)N(N=C2C2=CC=C(OC1=CC=C(C(=O)O)C=C1)C=C2)[C@@H]2CC[C@@H](CC2)N2CCN(CC2)C (cis-4-(4-{4-amino-1-[4-(4-methylpiperazino)cyclohexyl]-1H-pyrazolo[3,4-d]pyrimidin-3-yl}phenoxy)benzoic acid). As a reaction SMILES: [NH2:1][C:2]1[N:7]=[CH:6][N:5]=[C:4]2[N:8]([C@H:26]3[CH2:31][CH2:30][C@@H:29]([N:32]4[CH2:37][CH2:36][N:35]([CH3:38])[CH2:34][CH2:33]4)[CH2:28][CH2:27]3)[N:9]=[C:10]([C:11]3[CH:25]=[CH:24][C:14]([O:15][C:16]4[CH:23]=[CH:22]C(C#N)=[CH:18][CH:17]=4)=[CH:13][CH:12]=3)[C:3]=12.[C:39]([OH:42])(=[O:41])[CH3:40]>Cl.O>[NH2:1][C:2]1[N:7]=[CH:6][N:5]=[C:4]2[N:8]([C@H:26]3[CH2:27][CH2:28][C@@H:29]([N:32]4[CH2:37][CH2:36][N:35]([CH3:38])[CH2:34][CH2:33]4)[CH2:30][CH2:31]3)[N:9]=[C:10]([C:11]3[CH:12]=[CH:13][C:14]([O:15][C:16]4[CH:23]=[CH:22][C:40]([C:39]([OH:42])=[O:41])=[CH:18][CH:17]=4)=[CH:24][CH:25]=3)[C:3]=12. Procedure details: Cis-4-(4-{4-amino-1-[4-(4-methylpiperazino)cyclohexyl]-1H-pyrazolo[3,4-d]pyrimidin-3-yl}phenoxy)benzonitrile (0.200 g, 0.000394 mol) was dissolved in a mxture of acetic acid (15 mL) and 6N solution of hydrochloric acid in water (15 mL) and the solution was heated at reflux for 12 hours. It was cooled to ambient temperature and concentrated under reduced pressure and the residue recrystallized from N,N-dimethylformamide to yield cis-4-(4-{4-amino-1-[4-(4-methylpiperazino)cyclohexyl]-1H-pyrazolo[3... Reactants: COCCBr, C1CCOC1, [K+], CCOC(=O)C1CCN(C(=O)OC(C)(C)C)CC1, O=S(=O)([O-])O. Product: CCOC(=O)C1(CCOC)CCN(C(=O)OC(C)(C)C)CC1. Reaction SMILES: [Br:19][CH2:20][CH2:21][O:22][CH3:23].[CH2:30]1[O:31][CH2:32][CH2:33][CH2:34]1.[K+:29].[N:1]1([C:12](=[O:13])[O:14][C:15]([CH3:16])([CH3:17])[CH3:18])[CH2:2][CH2:3][CH:4]([C:7](=[O:8])[O:9][CH2:10][CH3:11])[CH2:5][CH2:6]1.[S:24](=[O:25])(=[O:26])([OH:27])[O-:28]>>[N:1]1([C:12](=[O:13])[O:14][C:15]([CH3:16])([CH3:17])[CH3:18])[CH2:2][CH2:3][C:4]([C:7](=[O:8])[O:9][CH2:10][CH3:11])([CH2:20][CH2:21][O:22][CH3:23])[CH2:5][CH2:6]1. Starting materials: C(C)(=O)NC1=C(C#N)C=C(C(=C1)Cl)[N+](=O)[O-] (2-acetylamino-4-chloro-5-nitrobenzonitrile), COCCOCCO (diethyleneglycol monomethyl ether), [OH-].[K+] (potassium hydroxide). The solvent is O (water). The product is NC1=C(C#N)C=C(C(=C1)OCCOCCOC)[N+](=O)[O-] (2-amino-4-[2-(2-methoxyethoxy)ethoxy]-5-nitrobenzonitrile). Reaction SMILES: C([NH:4][C:5]1[CH:12]=[C:11](Cl)[C:10]([N+:14]([O-:16])=[O:15])=[CH:9][C:6]=1[C:7]#[N:8])(=O)C.[CH3:17][O:18][CH2:19][CH2:20][O:21][CH2:22][CH2:23][OH:24].[OH-].[K+]>O>[NH2:4][C:5]1[CH:12]=[C:11]([O:24][CH2:23][CH2:22][O:21][CH2:20][CH2:19][O:18][CH3:17])[C:10]([N+:14]([O-:16])=[O:15])=[CH:9][C:6]=1[C:7]#[N:8] |f:2.3|. Procedure details: 20 g of 2-acetylamino-4-chloro-5-nitrobenzonitrile obtained in Step (4) above was mixed with 110 ml of diethyleneglycol monomethyl ether, 11.4 g of potassium hydroxide was added thereto, and the mixture was reacted at 80° C. for 4 hours. After the completion of the reaction, the reaction mixture was cooled, then 250 ml of water was added thereto with stirring. The crystals thus-deposited were collected by filtration, washed with a mixture of water and methanol (1:1) and dried. Yield: 14.5 g (53.... Reactants: ClC1=C(C(=NC=N1)NC1=CC=C(C=C1)Cl)N (6-chloro-N4-(4-chlorophenyl)pyrimidine-4,5-diamine), C(CC)(OCC)(OCC)OCC (triethyl ortho propionate), C(C)S(=O)(=O)O (Ethanesulfonic acid). Reaction conditions: time 6 hour. The product is ClC1=C2N=C(N(C2=NC=N1)C1=CC=C(C=C1)Cl)CC (6-chloro-9-(4-chlorophenyl)-8-ethyl-9H-purine). Yield: 80.6%. As a reaction SMILES: [Cl:1][C:2]1[N:7]=[CH:6][N:5]=[C:4]([NH:8][C:9]2[CH:14]=[CH:13][C:12]([Cl:15])=[CH:11][CH:10]=2)[C:3]=1[NH2:16].[C:17](OCC)(OCC)(OCC)[CH2:18][CH3:19].C(S(O)(=O)=O)C>>[Cl:1][C:2]1[N:7]=[CH:6][N:5]=[C:4]2[C:3]=1[N:16]=[C:17]([CH2:18][CH3:19])[N:8]2[C:9]1[CH:10]=[CH:11][C:12]([Cl:15])=[CH:13][CH:14]=1. Procedure details: 6-chloro-N4-(4-chlorophenyl)pyrimidine-4,5-diamine obtained in step 1 (1.5 g, 5.88 mmol) was dissolved in triethyl ortho propionate (11.8 ml, 58.8 mmol) at room temperature. Ethanesulfonic acid (0.48 mL, 5.88 mmol) was added slowly to the resulting solution at 0 r and warmed to room temperature. The reaction mixture thus obtained was stirred for 6 hours at 50° C. The resulting mixture was filtered with NaHCO3(aq)/H2O. The collected solid was dried under reduced pressure to obtain the title compo...